The task is: describe an organic reaction: reactants, conditions, products, and yield. This data is from the Open Reaction Database (ORD), a public repository of structured organic reaction records. Reactants: COC(=O)C1CC(OS(=O)(=O)c2ccc(Br)cc2)CN1C(=O)C(NC(=O)OC(C)(C)C)C1CCCCC1, COc1cc2[nH]c(=O)cc(O)c2cc1Br, O=C([O-])[O-], CN1CCCC1=O, [Cs+], [Cs+]. Yields the product COC(=O)C1CC(Oc2cc(=O)[nH]c3cc(OC)c(Br)cc23)CN1C(=O)C(NC(=O)OC(C)(C)C)C1CCCCC1. RXN SMILES: [Br:16][c:17]1[cH:18][cH:19][c:20]([S:21]([O:22][CH:27]2[CH2:28][CH:29]([C:49](=[O:50])[O:51][CH3:52])[N:30]([C:32]([CH:33]([CH:34]3[CH2:35][CH2:36][CH2:37][CH2:38][CH2:39]3)[NH:40][C:41](=[O:42])[O:43][C:44]([CH3:45])([CH3:46])[CH3:47])=[O:48])[CH2:31]2)(=[O:23])=[O:24])[cH:25][cH:26]1.[Br:1][c:2]1[cH:3][c:4]2[c:5]([OH:15])[cH:6][c:7](=[O:14])[nH:8][c:9]2[cH:10][c:11]1[O:12][CH3:13].[C:53](=[O:54])([O-:55])[O-:56].[CH3:59][N:60]1[CH2:61][CH2:62][CH2:63][C:64]1=[O:65].[Cs+:57].[Cs+:58]>>[Br:1][c:2]1[cH:3][c:4]2[c:5]([O:15][CH:27]3[CH2:28][CH:29]([C:49](=[O:50])[O:51][CH3:52])[N:30]([C:32]([CH:33]([CH:34]4[CH2:35][CH2:36][CH2:37][CH2:38][CH2:39]4)[NH:40][C:41](=[O:42])[O:43][C:44]([CH3:45])([CH3:46])[CH3:47])=[O:48])[CH2:31]3)[cH:6][c:7](=[O:14])[nH:8][c:9]2[cH:10][c:11]1[O:12][CH3:13]. Reaction SMILES: [Br:11][CH2:12][CH2:13][c:14]1[cH:15][cH:16][cH:17][cH:18][cH:19]1.[CH3:20][C:21]#[N:22].[Cl:1][c:2]1[cH:3][cH:4][c:5]([OH:10])[c:6]([CH:7]=[O:8])[cH:9]1>>[Cl:1][c:2]1[cH:3][cH:4][c:5]([O:10][CH2:12][CH2:13][c:14]2[cH:15][cH:16][cH:17][cH:18][cH:19]2)[c:6]([CH:7]=[O:8])[cH:9]1. Reactants: BrCCc1ccccc1, CC#N, O=Cc1cc(Cl)ccc1O. Yields the product O=Cc1cc(Cl)ccc1OCCc1ccccc1. Reactants: ON1C(C=2C(C1=O)=CC=CC2)=O (N-hydroxyphthalimide), BrCC1=C(C=CC=C1)CS(=O)(=O)C1=CC=CC=C1 (1-(bromomethyl)-2-[(phenylsulfonyl)methyl]benzene). Procedure: Prepared by the same procedure as described for preparation 15, starting from N-hydroxyphthalimide and 1-(bromomethyl)-2-[(phenylsulfonyl)methyl]benzene (Aldrich). The product is C1(=CC=CC=C1)S(=O)(=O)CC1=C(CON)C=CC=C1 (O-(2-Benzenesulfonylmethyl-benzyl)-hydroxylamine). Reaction SMILES: [OH:1][N:2]1C(=O)C2=CC=CC=C2C1=O.Br[CH2:14][C:15]1[CH:20]=[CH:19][CH:18]=[CH:17][C:16]=1[CH2:21][S:22]([C:25]1[CH:30]=[CH:29][CH:28]=[CH:27][CH:26]=1)(=[O:24])=[O:23]>>[C:25]1([S:22]([CH2:21][C:16]2[CH:17]=[CH:18][CH:19]=[CH:20][C:15]=2[CH2:14][O:1][NH2:2])(=[O:24])=[O:23])[CH:30]=[CH:29][CH:28]=[CH:27][CH:26]=1. Starting materials: CC(C)(C)Oc1cc(-c2ccc(CNC(=O)c3c(Cl)cccc3Cl)cc2)ccn1, O=CO. Yields the product O=C(NCc1ccc(-c2cc[nH]c(=O)c2)cc1)c1c(Cl)cccc1Cl. As a reaction SMILES: [C:1]([CH3:2])([CH3:3])([CH3:4])[O:5][c:6]1[n:7][cH:8][cH:9][c:10](-[c:12]2[cH:13][cH:14][c:15]([CH2:16][NH:17][C:18]([c:19]3[c:20]([Cl:26])[cH:21][cH:22][cH:23][c:24]3[Cl:25])=[O:27])[cH:28][cH:29]2)[cH:11]1.[CH:30]([OH:31])=[O:32]>>[O:5]=[c:6]1[nH:7][cH:8][cH:9][c:10](-[c:12]2[cH:13][cH:14][c:15]([CH2:16][NH:17][C:18]([c:19]3[c:20]([Cl:26])[cH:21][cH:22][cH:23][c:24]3[Cl:25])=[O:27])[cH:28][cH:29]2)[cH:11]1. Starting materials: N1=CC=C(C=C1)C=1SC=C(N1)C=1C(NC2=CC(=CC=C2C1)C=O)=O (3-(2-pyridin-4-yl-thiazol-4-yl)-1H-quinolin-2-one-7-carbaldehyde), OC1CCNCC1 (4-hydroxypiperidine). Yields the product OC1CCN(CC1)CC1=CC=C2C=C(C(NC2=C1)=O)C=1N=C(SC1)C1=CC=NC=C1 (7-(4-Hydroxy-piperidin-1-ylmethyl)-3-(2-pyridin-4-yl-thiazol-4-yl)-1H-quinolin-2-one). As a reaction SMILES: [N:1]1[CH:6]=[CH:5][C:4]([C:7]2[S:8][CH:9]=[C:10]([C:12]3[C:13](=[O:24])[NH:14][C:15]4[C:20]([CH:21]=3)=[CH:19][CH:18]=[C:17]([CH:22]=O)[CH:16]=4)[N:11]=2)=[CH:3][CH:2]=1.[OH:25][CH:26]1[CH2:31][CH2:30][NH:29][CH2:28][CH2:27]1>>[OH:25][CH:26]1[CH2:31][CH2:30][N:29]([CH2:22][C:17]2[CH:16]=[C:15]3[C:20]([CH:21]=[C:12]([C:10]4[N:11]=[C:7]([C:4]5[CH:3]=[CH:2][N:1]=[CH:6][CH:5]=5)[S:8][CH:9]=4)[C:13](=[O:24])[NH:14]3)=[CH:19][CH:18]=2)[CH2:28][CH2:27]1. Procedure details: This compound was prepared according to the method described in example 8768 employing 3-(2-pyridin-4-yl-thiazol-4-yl)-1H-quinolin-2-one-7-carbaldehyde and 4-hydroxypiperidine. To give a yellow solid. MS m/z: 419.0 (M+1). The reactants are CN1CCCC1=O, Cl, O=C(O)c1ccc(O)c(I)c1, O=[N+]([O-])c1ccc(CO)c(S)c1. Yields the product O=C(O)c1ccc(O)c(Sc2cc([N+](=O)[O-])ccc2CO)c1. Reaction SMILES: [CH3:25][N:26]1[CH2:27][CH2:28][CH2:29][C:30]1=[O:31].[ClH:24].[OH:13][c:14]1[c:15]([I:23])[cH:16][c:17]([C:18](=[O:19])[OH:20])[cH:21][cH:22]1.[SH:1][c:2]1[c:3]([CH2:4][OH:5])[cH:6][cH:7][c:8]([N+:10](=[O:11])[O-:12])[cH:9]1>>[S:1]([c:2]1[c:3]([CH2:4][OH:5])[cH:6][cH:7][c:8]([N+:10](=[O:11])[O-:12])[cH:9]1)[c:15]1[c:14]([OH:13])[cH:22][cH:21][c:17]([C:18](=[O:19])[OH:20])[cH:16]1.